describe an organic reaction: reactants, conditions, products, and yield From a dataset of the Open Reaction Database (ORD), a public repository of structured organic reaction records. Starting materials: C(=O)(OC(C)(C)C)N1CCC=C(C1)C(=O)OCC (N-Boc-5-ethoxycarbonyl-1,2,3,6-tetrahydropyridine), aqueous solution, [OH-].[Na+] (sodium hydroxide), aqueous solution, S(=O)(=O)(O)[O-].[K+] (potassium hydrogensulfate). Run in C(C)O (ethanol). Run at time 4 hour. Yields the product C(C)(C)(C)OC(=O)N1CCC=C(C1)C(=O)O (1-tert-butoxycarbonyl-1,2,3,6-tetrahydropyridine-5-carboxylic acid). RXN SMILES: [C:1]([N:8]1[CH2:13][C:12]([C:14]([O:16]CC)=[O:15])=[CH:11][CH2:10][CH2:9]1)([O:3][C:4]([CH3:7])([CH3:6])[CH3:5])=[O:2].[OH-].[Na+].S([O-])(O)(=O)=O.[K+]>C(O)C>[C:4]([O:3][C:1]([N:8]1[CH2:13][C:12]([C:14]([OH:16])=[O:15])=[CH:11][CH2:10][CH2:9]1)=[O:2])([CH3:7])([CH3:5])[CH3:6] |f:1.2,3.4|. Procedure: In 5 ml of ethanol, 2.5 g of N-Boc-5-ethoxycarbonyl-1,2,3,6-tetrahydropyridine was dissolved, and 10 ml of a 1M aqueous solution of sodium hydroxide was added thereto. The reaction mixture was stirred for 4 hours at room temperature, and subsequently, a 5% aqueous solution of potassium hydrogensulfate was added thereto for acidification. The reaction mixture, was extracted with ethyl acetate. The extract was washed with saturated brine, and was subsequently dried over anhydrous sodium sulfate. A... The reactants are CC(=O)OC(C)=O, CCOP(=O)(CN(c1ccc2c(c1)CCN2)S(=O)(=O)c1cc(Cl)cc(Cl)c1)OCC, ClCCl, [Na+], [OH-]. Yields the product CCOP(=O)(CN(c1ccc2c(c1)CCN2C(C)=O)S(=O)(=O)c1cc(Cl)cc(Cl)c1)OCC. As a reaction SMILES: [CH3:31][C:32](=[O:33])[O:34][C:35](=[O:36])[CH3:37].[Cl:1][c:2]1[cH:3][c:4]([S:9](=[O:10])(=[O:11])[N:12]([c:13]2[cH:14][c:15]3[c:19]([cH:20][cH:21]2)[NH:18][CH2:17][CH2:16]3)[CH2:22][P:23]([O:24][CH2:25][CH3:26])([O:27][CH2:28][CH3:29])=[O:30])[cH:5][c:6]([Cl:8])[cH:7]1.[Cl:40][CH2:41][Cl:42].[Na+:39].[OH-:38]>>[Cl:1][c:2]1[cH:3][c:4]([S:9](=[O:10])(=[O:11])[N:12]([c:13]2[cH:14][c:15]3[c:19]([cH:20][cH:21]2)[N:18]([C:32]([CH3:31])=[O:33])[CH2:17][CH2:16]3)[CH2:22][P:23]([O:24][CH2:25][CH3:26])([O:27][CH2:28][CH3:29])=[O:30])[cH:5][c:6]([Cl:8])[cH:7]1. The reactants are OCCBr, CN(C)C=O, O=C(Nc1cccc(C(F)(F)F)c1)n1ccc2cc(Oc3ncnc4c3CNC4)ccc21. Yields the product O=C(Nc1cccc(C(F)(F)F)c1)n1ccc2cc(Oc3ncnc4c3CN(CCO)C4)ccc21. RXN SMILES: [Br:33][CH2:34][CH2:35][OH:36].[O:37]=[CH:38][N:39]([CH3:40])[CH3:41].[n:1]1[cH:2][n:3][c:4]([O:10][c:11]2[cH:12][c:13]3[cH:14][cH:15][n:16]([C:20](=[O:21])[NH:22][c:23]4[cH:24][c:25]([C:29]([F:30])([F:31])[F:32])[cH:26][cH:27][cH:28]4)[c:17]3[cH:18][cH:19]2)[c:5]2[c:6]1[CH2:7][NH:8][CH2:9]2>>[n:1]1[cH:2][n:3][c:4]([O:10][c:11]2[cH:12][c:13]3[cH:14][cH:15][n:16]([C:20](=[O:21])[NH:22][c:23]4[cH:24][c:25]([C:29]([F:30])([F:31])[F:32])[cH:26][cH:27][cH:28]4)[c:17]3[cH:18][cH:19]2)[c:5]2[c:6]1[CH2:7][N:8]([CH2:34][CH2:35][OH:36])[CH2:9]2. Starting materials: ClC1=CC=C(C2=CC=CC=C12)S(=O)(=O)Cl (4-chloro-1-naphthalenesulfonyl chloride), C12CNCC(CC1)CC2 (3-azabicyclo[3.2.2]nonane), CCN(C(C)C)C(C)C (DIEA). Yields the product ClC1=CC=C(C2=CC=CC=C12)S(=O)(=O)N1CC2CCC(C1)CC2 (3-(4-Chloro-1-naphthylsulfonyl)-3-azabicyclo[3.2.2]nonane). RXN SMILES: [Cl:1][C:2]1[C:11]2[C:6](=[CH:7][CH:8]=[CH:9][CH:10]=2)[C:5]([S:12](Cl)(=[O:14])=[O:13])=[CH:4][CH:3]=1.[CH:16]12[CH2:24][CH2:23][CH:20]([CH2:21][CH2:22]1)[CH2:19][NH:18][CH2:17]2.CCN(C(C)C)C(C)C>>[Cl:1][C:2]1[C:11]2[C:6](=[CH:7][CH:8]=[CH:9][CH:10]=2)[C:5]([S:12]([N:18]2[CH2:19][CH:20]3[CH2:23][CH2:24][CH:16]([CH2:22][CH2:21]3)[CH2:17]2)(=[O:14])=[O:13])=[CH:4][CH:3]=1. Reported procedure: The title compound was prepared by reacting 4-chloro-1-naphthalenesulfonyl chloride (0.27 g) with 3-azabicyclo[3.2.2]nonane (0.13 g) in the presence of DIEA using a procedure similar to that used in Example 5. Yield: 0.33 g, mp: 133.9°-137.3° C.